From a dataset of the Open Reaction Database (ORD), a public repository of structured organic reaction records. describe an organic reaction: reactants, conditions, products, and yield Reactants: C(C)N(C=1C=C(C=CC1)O)CC (m-Diethylaminophenol), C(C(O)CC(=O)O)(=O)O (malic acid), S(O)(O)(=O)=O (sulfuric acid), CN(C1=CC=C2C=CC(OC2=C1)=O)C (7-dimethylamino-coumarin). Product: C(C)N(C1=CC=C2C=CC(OC2=C1)=O)CC (7-Diethylamino-Coumarin). Reaction SMILES: [CH2:1]([N:3]([CH2:11][CH3:12])[C:4]1[CH:5]=[C:6]([OH:10])[CH:7]=[CH:8][CH:9]=1)[CH3:2].C(O)(=O)[CH:14]([CH2:16][C:17](O)=O)[OH:15].S(=O)(=O)(O)O.CN(C)C1C=C2C(C=CC(=O)O2)=CC=1>>[CH2:11]([N:3]([CH2:1][CH3:2])[C:4]1[CH:5]=[C:6]2[C:7]([CH:17]=[CH:16][C:14](=[O:15])[O:10]2)=[CH:8][CH:9]=1)[CH3:12]. Procedure details: m-Diethylaminophenol 7.4g, malic acid 6.0g and 85% sulfuric acid 12.0ml were treated as for the 7-dimethylamino-coumarin, although the alumina column cut could not be induced to crystallize. It was rechromatographed, eluting first with benzene thoroughly, and then developing with dichloromethane. After two crystallizations from cyclohexane, cream colored crystals 0.5g (5%), m.p. 87.5°-88.0° were obtained, found C 71.94; H 7.09; N 6.35; C13H15NO2 requires C 7.19; H 6.92; N 6.45%. The solvent is O1CCCC1 (tetrahydrofuran), O1CCCC1 (tetrahydrofuran). Product: CC=1N=C(SC1CCCO)C1=CC=C(C=C1)C(F)(F)F (3-[4-Methyl-2-(4-trifluoromethyl-phenyl)-thiazol-5-yl]-propan-1-ol). The yield is 67.9%. Procedure details: A solution of 3-[4-methyl-2-(4-trifluoromethyl-phenyl)-thiazol-5-yl]-propionic acid ethyl ester (470 mg, 1.4 mmol) in tetrahydrofuran (5 ml) was added to a suspension of lithium aluminum hydride (53 mg, 1.4 mmol) in tetrahydrofuran (5 ml) under an argon atmosphere at ambient temperature within 5 min. The mixture was stirred for 5 h, cooled to 0° C. and treated cautiously with water (5 ml) and 10% aqueous NaOH (1 ml). The reaction mixture was filtered over celite, ice water/ethyl acetate 1/1 was ... RXN SMILES: C([O:3][C:4](=O)[CH2:5][CH2:6][C:7]1[S:11][C:10]([C:12]2[CH:17]=[CH:16][C:15]([C:18]([F:21])([F:20])[F:19])=[CH:14][CH:13]=2)=[N:9][C:8]=1[CH3:22])C.[H-].[Al+3].[Li+].[H-].[H-].[H-].O.[OH-].[Na+]>O1CCCC1>[CH3:22][C:8]1[N:9]=[C:10]([C:12]2[CH:17]=[CH:16][C:15]([C:18]([F:21])([F:20])[F:19])=[CH:14][CH:13]=2)[S:11][C:7]=1[CH2:6][CH2:5][CH2:4][OH:3] |f:1.2.3.4.5.6,8.9|. Starting materials: C(C)OC(CCC1=C(N=C(S1)C1=CC=C(C=C1)C(F)(F)F)C)=O (3-[4-methyl-2-(4-trifluoromethyl-phenyl)-thiazol-5-yl]-propionic acid ethyl ester), [H-].[Al+3].[Li+].[H-].[H-].[H-] (lithium aluminum hydride), O (water), [OH-].[Na+] (NaOH). Conditions: temperature 0 celsius, time 5 hour. Starting materials: O=C(O)c1cccnc1Br, CC(C)(C)c1cccc(N)c1, O=C([O-])O, CCN=C=NCCCN(C)C, ClCCl, [Na+], O. Product: CC(C)(C)c1cccc(NC(=O)c2cccnc2Br)c1. RXN SMILES: [Br:1][c:2]1[c:3]([C:4](=[O:5])[OH:6])[cH:7][cH:8][cH:9][n:10]1.[C:22]([CH3:23])([CH3:24])([CH3:25])[c:26]1[cH:27][c:28]([NH2:29])[cH:30][cH:31][cH:32]1.[C:33](=[O:34])([OH:35])[O-:36].[CH3:11][CH2:12][N:13]=[C:14]=[N:15][CH2:16][CH2:17][CH2:18][N:19]([CH3:20])[CH3:21].[Cl:38][CH2:39][Cl:40].[Na+:37].[OH2:41]>>[Br:1][c:2]1[c:3]([C:4](=[O:6])[NH:29][c:28]2[cH:27][c:26]([C:22]([CH3:23])([CH3:24])[CH3:25])[cH:32][cH:31][cH:30]2)[cH:7][cH:8][cH:9][n:10]1. Reaction SMILES: [CH3:13][NH2:14].[CH3:16][N:17]([CH3:18])[CH2:19][CH2:20][CH2:21][N:22]=[C:23]=[N:24][CH2:25][CH3:26].[Cl:37][CH2:38][Cl:39].[ClH:15].[O:1]1[CH:2]([CH2:7][CH2:8][CH2:9][C:10](=[O:11])[OH:12])[O:3][CH2:4][CH2:5][CH2:6]1.[OH:27][c:28]1[c:29]2[n:30][n:31][nH:32][c:33]2[cH:34][cH:35][cH:36]1>>[O:1]1[CH:2]([CH2:7][CH2:8][CH2:9][C:10](=[O:12])[NH:17][CH3:16])[O:3][CH2:4][CH2:5][CH2:6]1. Product: CNC(=O)CCCC1OCCCO1. Reactants: CN, CCN=C=NCCCN(C)C, ClCCl, Cl, O=C(O)CCCC1OCCCO1, Oc1cccc2[nH]nnc12. Reaction SMILES: [C:1]([CH3:2])([CH3:3])([CH3:4])[c:5]1[s:6][cH:7][c:8]([CH:10]=[CH:11][c:12]2[c:13]([O:23][CH2:24][c:25]3[cH:26][c:27]([O:51][CH3:52])[c:28]([O:29][CH2:30][c:31]4[n:32][c:33](-[c:37]5[cH:38][cH:39][c:40]([CH2:43][C:44](=[O:45])[O:46][CH2:47][CH3:48])[cH:41][cH:42]5)[o:34][c:35]4[CH3:36])[cH:49][cH:50]3)[n:14][n:15](-[c:17]3[cH:18][cH:19][cH:20][cH:21][cH:22]3)[cH:16]2)[n:9]1.[CH3:62][CH2:63][OH:64].[ClH:60].[Na+:59].[O:53]1[CH2:54][CH2:55][CH2:56][CH2:57]1.[OH-:58].[OH2:61]>>[C:1]([CH3:2])([CH3:3])([CH3:4])[c:5]1[s:6][cH:7][c:8]([CH:10]=[CH:11][c:12]2[c:13]([O:23][CH2:24][c:25]3[cH:26][c:27]([O:51][CH3:52])[c:28]([O:29][CH2:30][c:31]4[n:32][c:33](-[c:37]5[cH:38][cH:39][c:40]([CH2:43][C:44](=[O:45])[OH:46])[cH:41][cH:42]5)[o:34][c:35]4[CH3:36])[cH:49][cH:50]3)[n:14][n:15](-[c:17]3[cH:18][cH:19][cH:20][cH:21][cH:22]3)[cH:16]2)[n:9]1. Yields the product COc1cc(COc2nn(-c3ccccc3)cc2C=Cc2csc(C(C)(C)C)n2)ccc1OCc1nc(-c2ccc(CC(=O)O)cc2)oc1C. Starting materials: CCOC(=O)Cc1ccc(-c2nc(COc3ccc(COc4nn(-c5ccccc5)cc4C=Cc4csc(C(C)(C)C)n4)cc3OC)c(C)o2)cc1, CCO, Cl, [Na+], C1CCOC1, [OH-], O. Reactants: CC=1N(C=CN1)CCCC1CCNCC1 (4-[3-(2-methyl-1H-imidazol-1-yl)propyl]piperidine), COC(N(C)C)OC (dimethylformamide dimethylacetal). Run at temperature 100 celsius. The product is COC(N1CCC(CC1)CCCN1C(=NC=C1)C)OC (4-[3-(2-methyl-1H-imidazol-1-yl)propyl]-1-piperidine carboxaldehyde dimethylacetal). Reaction SMILES: [CH3:1][C:2]1[N:3]([CH2:7][CH2:8][CH2:9][CH:10]2[CH2:15][CH2:14][NH:13][CH2:12][CH2:11]2)[CH:4]=[CH:5][N:6]=1.[CH3:16][O:17][CH:18]([O:22][CH3:23])N(C)C>>[CH3:16][O:17][CH:18]([O:22][CH3:23])[N:13]1[CH2:12][CH2:11][CH:10]([CH2:9][CH2:8][CH2:7][N:3]2[CH:4]=[CH:5][N:6]=[C:2]2[CH3:1])[CH2:15][CH2:14]1. Procedure details: A mixture of 4-[3-(2-methyl-1H-imidazol-1-yl)propyl]piperidine (2.3 g, 0.0105M) and dimethylformamide dimethylacetal (20 ml) was heated at 100° C. for 6 hrs. Removal of the excess of dimethylformamide dimethylacetal gave 4-[3-(2-methyl-1H-imidazol-1-yl)propyl]-1-piperidine carboxaldehyde dimethylacetal. A solution of this piperidine carboxaldehyde dimethylacetal in methylene chloride (10 ml) was added to a mixture of 6-aminopenicillanic acid (2.16, 0.01M) and diisopropyl ethylamine (1.15 ml) in ...